Dataset: the Open Reaction Database (ORD), a public repository of structured organic reaction records. Task: describe an organic reaction: reactants, conditions, products, and yield Reactants: Cc1ccccc1, Cc1oc(-c2ccccc2)cc1C(O)C1CCC1, O=S(Cl)Cl. Yields the product Cc1oc(-c2ccccc2)cc1C(Cl)C1CCC1. RXN SMILES: [CH3:23][c:24]1[cH:25][cH:26][cH:27][cH:28][cH:29]1.[CH:1]1([CH:5]([OH:6])[c:7]2[c:8]([CH3:18])[o:9][c:10](-[c:12]3[cH:13][cH:14][cH:15][cH:16][cH:17]3)[cH:11]2)[CH2:2][CH2:3][CH2:4]1.[S:19]([Cl:20])([Cl:21])=[O:22]>>[CH:1]1([CH:5]([c:7]2[c:8]([CH3:18])[o:9][c:10](-[c:12]3[cH:13][cH:14][cH:15][cH:16][cH:17]3)[cH:11]2)[Cl:21])[CH2:2][CH2:3][CH2:4]1. Starting materials: C=O, CC(C)[N-]C(C)C, [Cl-], [Li+], [Na+], C1CCOC1, CC1C(=O)N2C(C)(C)OCCC12C, O. Product: CC1(C)OCCC2(C)N1C(=O)C2(C)CO. Reaction SMILES: [CH2:22]=[O:23].[CH:1]([N-:2][CH:3]([CH3:4])[CH3:5])([CH3:6])[CH3:7].[Cl-:25].[Li+:8].[Na+:24].[O:26]1[CH2:27][CH2:28][CH2:29][CH2:30]1.[O:9]=[C:10]1[CH:11]([CH3:21])[C:12]2([CH3:20])[CH2:13][CH2:14][O:15][C:16]([CH3:18])([CH3:19])[N:17]12.[OH2:31]>>[OH:9][CH2:10][C:11]1([CH3:21])[C:12]2([CH3:20])[CH2:13][CH2:14][O:15][C:16]([CH3:18])([CH3:19])[N:17]2[C:22]1=[O:23]. Starting materials: C1=C(C=CC2=CC=CC=C12)C(C)O (1-(2-naphthyl)ethanol), CC(=O)C1=CC2=CC=CC=C2C=C1 (2-acetonaphthone), C1=C(C=CC2=CC=CC=C12)[C@@H](C)O ((R)-1-(2-naphthyl)ethanol). Conditions: time 4 day. Yields the product C1=C(C=CC2=CC=CC=C12)[C@H](C)O ((S)-1-(2-naphthyl)ethanol). The yield is 49.8%. RXN SMILES: [CH:1]1[C:10]2[C:5](=[CH:6][CH:7]=[CH:8][CH:9]=2)[CH:4]=[CH:3][C:2]=1[CH:11]([OH:13])[CH3:12].CC(C1C=CC2C(=CC=CC=2)C=1)=O.C1C2C(=CC=CC=2)C=CC=1[C@H](O)C>>[CH:1]1[C:10]2[C:5](=[CH:6][CH:7]=[CH:8][CH:9]=2)[CH:4]=[CH:3][C:2]=1[C@@H:11]([OH:13])[CH3:12]. Procedure: As shown here, the biochemical conversion reaction of immobilized green pea protein for the substrate 1-(2-naphthyl)ethanol (201 mg) requires 4 days by going through bioconversion to 2-acetonaphthone accompanying sterically selective oxidation of (R)-1-(2-naphthyl)ethanol to obtain 100 mg of (S)-1-(2-naphthyl)ethanol at a yield of 50% at an optical purity of 99% e.e. or higher (see FIG. 1). The reactants are CCOC(=O)c1cc(Cl)nn2ccnc12, CCO, NN, O. The product is NNC(=O)c1cc(Cl)nn2ccnc12. RXN SMILES: [CH2:1]([O:3][C:4](=[O:2])[c:6]1[c:7]2[n:8]([n:9][c:10]([Cl:12])[cH:11]1)[cH:13][cH:14][n:15]2)[CH3:5].[CH3:19][CH2:20][OH:21].[NH2:17][NH2:18].[OH2:16]>>[O:3]=[C:4]([c:6]1[c:7]2[n:8]([n:9][c:10]([Cl:12])[cH:11]1)[cH:13][cH:14][n:15]2)[NH:17][NH2:18]. The reactants are ClC1=CC=C(C=C1)C=1C=C(N=NC1OCC(F)(F)F)C(=O)O (5-(4-chloro-phenyl)-6-(2,2,2-trifluoro-ethoxy)-pyridazine-3-carboxylic acid), C1(CC1)C1=NOC(=C1)CN (3-cyclopropyl-5-isoxazolemethanamine). Yields the product C1(CC1)C1=NOC(=C1)CNC(=O)C=1N=NC(=C(C1)C1=CC=C(C=C1)Cl)OCC(F)(F)F (5-(4-Chloro-phenyl)-6-(2,2,2-trifluoro-ethoxy)-pyridazine-3-carboxylic acid (3-cyclopropyl-isoxazol-5-ylmethyl)-amide). RXN SMILES: [Cl:1][C:2]1[CH:7]=[CH:6][C:5]([C:8]2[CH:9]=[C:10]([C:20](O)=[O:21])[N:11]=[N:12][C:13]=2[O:14][CH2:15][C:16]([F:19])([F:18])[F:17])=[CH:4][CH:3]=1.[CH:23]1([C:26]2[CH:30]=[C:29]([CH2:31][NH2:32])[O:28][N:27]=2)[CH2:25][CH2:24]1>>[CH:23]1([C:26]2[CH:30]=[C:29]([CH2:31][NH:32][C:20]([C:10]3[N:11]=[N:12][C:13]([O:14][CH2:15][C:16]([F:19])([F:17])[F:18])=[C:8]([C:5]4[CH:6]=[CH:7][C:2]([Cl:1])=[CH:3][CH:4]=4)[CH:9]=3)=[O:21])[O:28][N:27]=2)[CH2:25][CH2:24]1. Procedure: The title compound was synthesized in analogy to Example 41, using 5-(4-chloro-phenyl)-6-(2,2,2-trifluoro-ethoxy)-pyridazine-3-carboxylic acid (example M) and 3-cyclopropyl-5-isoxazolemethanamine (CAN 851434-73-6) as starting materials, LC-MS (UV peak area/ESI) 92.9%, 453.2 (M+H)+. Reactants: N#Cc1ccc(CCO)cc1, CCOCC, Oc1cc(O)cc(Cl)c1, ClCCl. Yields the product N#Cc1ccc(CCOc2cc(O)cc(Cl)c2)cc1. As a reaction SMILES: [C:10](#[N:11])[c:12]1[cH:13][cH:14][c:15]([CH2:18][CH2:19][OH:20])[cH:16][cH:17]1.[CH3:24][CH2:25][O:26][CH2:27][CH3:28].[Cl:1][c:2]1[cH:3][c:4]([OH:9])[cH:5][c:6]([OH:8])[cH:7]1.[Cl:21][CH2:22][Cl:23]>>[Cl:1][c:2]1[cH:3][c:4]([O:9][CH2:19][CH2:18][c:15]2[cH:14][cH:13][c:12]([C:10]#[N:11])[cH:17][cH:16]2)[cH:5][c:6]([OH:8])[cH:7]1. The reactants are CC(C)(C)OC(=O)NC(CCCCNC(=O)OCc1ccccc1)C(=O)NC(C)(C)c1ccccc1, COc1ccccc1, O=C(O)C(F)(F)F. As a reaction SMILES: [CH3:1][C:2]([c:3]1[cH:4][cH:5][cH:6][cH:7][cH:8]1)([CH3:9])[NH:10][C:11]([CH:12]([CH2:13][CH2:14][CH2:15][CH2:16][NH:17][C:18](=[O:19])[O:20][CH2:21][c:22]1[cH:23][cH:24][cH:25][cH:26][cH:27]1)[NH:28][C:29]([O:30][C:31]([CH3:32])([CH3:33])[CH3:34])=[O:35])=[O:36].[CH3:37][O:38][c:39]1[cH:40][cH:41][cH:42][cH:43][cH:44]1.[OH:45][C:46]([C:47]([F:48])([F:49])[F:50])=[O:51]>>[CH3:1][C:2]([c:3]1[cH:4][cH:5][cH:6][cH:7][cH:8]1)([CH3:9])[NH:10][C:11]([CH:12]([CH2:13][CH2:14][CH2:15][CH2:16][NH:17][C:18](=[O:19])[O:20][CH2:21][c:22]1[cH:23][cH:24][cH:25][cH:26][cH:27]1)[NH2:28])=[O:36]. Yields the product CC(C)(NC(=O)C(N)CCCCNC(=O)OCc1ccccc1)c1ccccc1. Starting materials: BrC1=NC=C(C=O)C=C1 (6-bromonicotinaldehyde), COCCN (2-methoxyethylamine), C(C)(=O)O (acetic acid), C(C)(=O)O[BH-](OC(C)=O)OC(C)=O.[Na+] (sodium triacetoxyborohydride). Solvent: C(Cl)Cl (DCM). Reaction conditions: time 15 minute. Yields the product BrC1=CC=C(C=N1)CNCCOC (N-((6-bromopyridin-3-yl)methyl)-2-methoxyethanamine). The yield is 79.0%. As a reaction SMILES: [Br:1][C:2]1[CH:9]=[CH:8][C:5]([CH:6]=O)=[CH:4][N:3]=1.[CH3:10][O:11][CH2:12][CH2:13][NH2:14].C(O)(=O)C.C(O[BH-](OC(=O)C)OC(=O)C)(=O)C.[Na+]>C(Cl)Cl>[Br:1][C:2]1[N:3]=[CH:4][C:5]([CH2:6][NH:14][CH2:13][CH2:12][O:11][CH3:10])=[CH:8][CH:9]=1 |f:3.4|. Procedure: To a dark-yellow solution of 6-bromopyridine-3-carbaldehyde 7 (30 g, 161 mmol) in DCM (300 ml) and 2-methoxyethylamine 8 (1.05 eq, 14.72 ml, 169 mmol) in a 1 L round-bottom flask was added acetic acid (1 eq, 9.23 mL, 161 mmol). After 15 min, sodium triacetoxyborohydride (1.05 eq, 35.9 g, 169 mmol) was added over 10 min and the reaction mixture was stirred at r.t. for 30 min. The reaction mixture was then quenched with 10% HCl (200 mL). The two layers were separated and the organic layer was extr... Starting materials: CN(C)C=O, CC(C)(C)[O-], CCOC(C)=O, CC(O)(CN1CCN(C(=O)OCC=Cc2ccc(C(F)(F)F)cc2)CC1)Cn1cc([N+](=O)[O-])nc1Sc1ccccc1[N+](=O)[O-], [Na+], O. The product is CC1(CN2CCN(C(=O)OCC=Cc3ccc(C(F)(F)F)cc3)CC2)Cn2cc([N+](=O)[O-])nc2O1. Reaction SMILES: [CH3:1][N:2]([CH3:3])[CH:4]=[O:5].[CH3:51][C:52]([CH3:53])([O-:54])[CH3:55].[CH3:58][CH2:59][O:60][C:61](=[O:62])[CH3:63].[N+:6](=[O:7])([O-:8])[c:9]1[n:10][c:11]([S:41][c:42]2[cH:43][cH:44][cH:45][cH:46][c:47]2[N+:48]([O-:49])=[O:50])[n:12]([CH2:14][C:15]([CH2:16][N:17]2[CH2:18][CH2:19][N:20]([C:23](=[O:24])[O:25][CH2:26][CH:27]=[CH:28][c:29]3[cH:30][cH:31][c:32]([C:35]([F:36])([F:37])[F:38])[cH:33][cH:34]3)[CH2:21][CH2:22]2)([CH3:39])[OH:40])[cH:13]1.[Na+:56].[OH2:57]>>[N+:6](=[O:7])([O-:8])[c:9]1[n:10][c:11]2[n:12]([cH:13]1)[CH2:14][C:15]([CH2:16][N:17]1[CH2:18][CH2:19][N:20]([C:23](=[O:24])[O:25][CH2:26][CH:27]=[CH:28][c:29]3[cH:30][cH:31][c:32]([C:35]([F:36])([F:37])[F:38])[cH:33][cH:34]3)[CH2:21][CH2:22]1)([CH3:39])[O:40]2. Starting materials: C(CCC)NC=1OC=C(N1)C(C)C (2-(N-Butylamino)-4-isopropyloxazole), C(C(C)C)(=O)Cl (isobutyryl chloride). The product is C(CCC)N(C(C(C)C)=O)C=1OC=C(N1)C(C)C (2-(N-Butyl-isobutyramido)-4-isopropyloxazole). RXN SMILES: [CH2:1]([NH:5][C:6]1[O:7][CH:8]=[C:9]([CH:11]([CH3:13])[CH3:12])[N:10]=1)[CH2:2][CH2:3][CH3:4].[C:14](Cl)(=[O:18])[CH:15]([CH3:17])[CH3:16]>>[CH2:1]([N:5]([C:6]1[O:7][CH:8]=[C:9]([CH:11]([CH3:12])[CH3:13])[N:10]=1)[C:14](=[O:18])[CH:15]([CH3:17])[CH3:16])[CH2:2][CH2:3][CH3:4]. Reported procedure: 2-(N-Butylamino)-4-isopropyloxazole was acylated with isobutyryl chloride as described in Example 9.